From a dataset of the Open Reaction Database (ORD), a public repository of structured organic reaction records. describe an organic reaction: reactants, conditions, products, and yield The reactants are OCCCCCCCCCCCCCCBr, O=C([O-])[O-], COc1ccc(OC)c(O)c1, CC(C)=O, [Cl-], [K+], [K+], [NH4+]. Yields the product COc1ccc(OC)c(OCCCCCCCCCCCCCCO)c1. RXN SMILES: [Br:18][CH2:19][CH2:20][CH2:21][CH2:22][CH2:23][CH2:24][CH2:25][CH2:26][CH2:27][CH2:28][CH2:29][CH2:30][CH2:31][CH2:32][OH:33].[C:12](=[O:13])([O-:14])[O-:15].[CH3:1][O:2][c:3]1[c:4]([OH:11])[cH:5][c:6]([O:9][CH3:10])[cH:7][cH:8]1.[CH3:36][C:37](=[O:38])[CH3:39].[Cl-:34].[K+:16].[K+:17].[NH4+:35]>>[CH3:1][O:2][c:3]1[c:4]([O:11][CH2:19][CH2:20][CH2:21][CH2:22][CH2:23][CH2:24][CH2:25][CH2:26][CH2:27][CH2:28][CH2:29][CH2:30][CH2:31][CH2:32][OH:33])[cH:5][c:6]([O:9][CH3:10])[cH:7][cH:8]1.